Dataset: the Open Reaction Database (ORD), a public repository of structured organic reaction records. Task: describe an organic reaction: reactants, conditions, products, and yield Starting materials: O.C1(=CC=C(C=C1)S(=O)(=O)N1[C@H](C(=O)O)CCC1)C (N-(Toluene-4-sulfonyl)-L-proline hydrate), methyl ester, [Li+].[OH-] (LiOH), Cl.COC([C@@H](N)COCC1=CC=CC=C1)=O (O-benzylserine methyl ester hydrochloride). Yields the product C1(=CC=C(C=C1)S(=O)(=O)N1[C@H](C(=O)N[C@@H](COCC2=CC=CC=C2)C(=O)O)CCC1)C (N-(Toluene-4-sulfonyl)-L-prolyl—O-benzyl-L-serine). Procedure details: N-(Toluene-4-sulfonyl)-L-proline hydrate was coupled to O-benzylserine methyl ester hydrochloride using the procedure described in Method 3. The title compound was prepared via hydrolysis of the methyl ester using LiOH in THF/water. Reaction SMILES: O.[C:2]1([CH3:19])[CH:7]=[CH:6][C:5]([S:8]([N:11]2[CH2:18][CH2:17][CH2:16][C@H:12]2[C:13]([OH:15])=O)(=[O:10])=[O:9])=[CH:4][CH:3]=1.Cl.C[O:22][C:23](=[O:35])[C@H:24]([CH2:26][O:27][CH2:28][C:29]1[CH:34]=[CH:33][CH:32]=[CH:31][CH:30]=1)[NH2:25].[Li+].[OH-]>C1COCC1.O>[C:2]1([CH3:19])[CH:3]=[CH:4][C:5]([S:8]([N:11]2[CH2:18][CH2:17][CH2:16][C@H:12]2[C:13]([NH:25][C@H:24]([C:23]([OH:35])=[O:22])[CH2:26][O:27][CH2:28][C:29]2[CH:30]=[CH:31][CH:32]=[CH:33][CH:34]=2)=[O:15])(=[O:9])=[O:10])=[CH:6][CH:7]=1 |f:0.1,2.3,4.5,6.7|. Solvent: C1CCOC1.O (THF water). Starting materials: of(R)-3′-(4-bromothiazol-2-yl)spiro[1-azabicyclo[2.2.2]octan-3,5′-oxazolidin]-2′-one, BrC=1N=C(SC1Br)N1C(O[C@@]2(C1)CN1CCC2CC1)=O ((R)-3′-(4,5-dibromothiazol-2-yl)spiro[1-azabicyclo[2.2.2]octan-3,5′-oxazolidin]-2′-one), C(CCC)[Sn](C1=CC=NC=C1)(CCCC)CCCC (4-(tri-n-butylstannyl)pyridine). The product is N1=CC=C(C=C1)C=1N=C(SC1)N1C(O[C@@]2(C1)CN1CCC2CC1)=O ((R)-3′-[4-(4-Pyridyl)thiazol-2-yl]spiro[1-azabicyclo[2.2.2]octan-3,5′-oxazolidin]-2′-one). RXN SMILES: Br[C:2]1[N:3]=[C:4]([N:8]2[CH2:12][C@:11]3([CH:17]4[CH2:18][CH2:19][N:14]([CH2:15][CH2:16]4)[CH2:13]3)[O:10][C:9]2=[O:20])[S:5][C:6]=1Br.C([Sn](CCCC)(CCCC)[C:26]1[CH:31]=[CH:30][N:29]=[CH:28][CH:27]=1)CCC>>[N:29]1[CH:30]=[CH:31][C:26]([C:2]2[N:3]=[C:4]([N:8]3[CH2:12][C@:11]4([CH:17]5[CH2:18][CH2:19][N:14]([CH2:15][CH2:16]5)[CH2:13]4)[O:10][C:9]3=[O:20])[S:5][CH:6]=2)=[CH:27][CH:28]=1. Procedure: The title compound was prepared by a method analogous to that described in Example 14 from the reaction of the mixture of(R)-3′-(4-bromothiazol-2-yl)spiro[1-azabicyclo[2.2.2]octan-3,5′-oxazolidin]-2′-one and (R)-3′-(4,5-dibromothiazol-2-yl)spiro[1-azabicyclo[2.2.2]octan-3,5′-oxazolidin]-2′-one with 4-(tri-n-butylstannyl)pyridine. Separation by reverse phase HPLC separation followed by conversion to the free base as described in Example 14 to give the title compound, m/z 343 (MH+); and (R)-3′-[4,... Reactants: CC(=O)O, CC(=O)O[BH-](OC(C)=O)OC(C)=O, CN1CCNCC1, C[N+](C)(C)C, CC#N, CCOC(C)=O, Cc1cc(Br)ccc1Nc1c(C(=O)NOCC2CC2)cc2c(ncn2CCCC=O)c1F. The product is Cc1cc(Br)ccc1Nc1c(C(=O)NOCC2CC2)cc2c(ncn2CCCCN2CCN(C)CC2)c1F. As a reaction SMILES: [C:40]([OH:41])(=[O:42])[CH3:43].[C:44]([O:45][BH-:46]([O:47][C:48](=[O:49])[CH3:50])[O:51][C:52](=[O:53])[CH3:54])(=[O:55])[CH3:56].[CH3:33][N:34]1[CH2:35][CH2:36][NH:37][CH2:38][CH2:39]1.[CH3:57][N+:58]([CH3:59])([CH3:60])[CH3:61].[CH3:62][C:63]#[N:64].[CH3:65][CH2:66][O:67][C:68](=[O:69])[CH3:70].[CH:1]1([CH2:4][O:5][NH:6][C:7](=[O:8])[c:9]2[cH:10][c:11]3[c:12]([n:13][cH:14][n:15]3[CH2:16][CH2:17][CH2:18][CH:19]=[O:20])[c:21]([F:32])[c:22]2[NH:23][c:24]2[c:25]([CH3:31])[cH:26][c:27]([Br:30])[cH:28][cH:29]2)[CH2:2][CH2:3]1>>[CH:1]1([CH2:4][O:5][NH:6][C:7](=[O:8])[c:9]2[cH:10][c:11]3[c:12]([n:13][cH:14][n:15]3[CH2:16][CH2:17][CH2:18][CH2:19][N:37]3[CH2:36][CH2:35][N:34]([CH3:33])[CH2:39][CH2:38]3)[c:21]([F:32])[c:22]2[NH:23][c:24]2[c:25]([CH3:31])[cH:26][c:27]([Br:30])[cH:28][cH:29]2)[CH2:2][CH2:3]1. Reactants: FC(C1=CC=C(C=CC(=O)[N-]CCCCC)C=C1)(F)F (4-trifluoromethylcinnamoyl-N-pentylamide), C(CC(=O)OCC)(=O)OCC (diethyl malonate), [O-]CC.[Na+] (sodium ethoxide). Run in COCCOCCOC (diglyme). Yields the product FC(C1=CC=C(C=C1)C1C(C(N(C(C1)=O)CCCCC)=O)C(=O)OCC)(F)F (4-(4-trifluoromethyl-phenyl)-3-ethoxycarbonyl-1-pentylpiperidine-2,6-dione). Isolated yield 54.8%. As a reaction SMILES: [F:1][C:2]([F:20])([F:19])[C:3]1[CH:18]=[CH:17][C:6]([CH:7]=[CH:8][C:9]([N-:11][CH2:12][CH2:13][CH2:14][CH2:15][CH3:16])=[O:10])=[CH:5][CH:4]=1.[C:21]([O:29][CH2:30][CH3:31])(=[O:28])[CH2:22][C:23]([O:25]CC)=O.[O-]CC.[Na+]>COCCOCCOC>[F:1][C:2]([F:19])([F:20])[C:3]1[CH:4]=[CH:5][C:6]([CH:7]2[CH2:8][C:9](=[O:10])[N:11]([CH2:12][CH2:13][CH2:14][CH2:15][CH3:16])[C:23](=[O:25])[CH:22]2[C:21]([O:29][CH2:30][CH3:31])=[O:28])=[CH:17][CH:18]=1 |f:2.3|. Procedure details: 105 mmol 4-trifluoromethylcinnamoyl-N-pentylamide, 116 mmol diethyl malonate, and 285 mmol sodium ethoxide were refluxed in a 1:1 touene/diglyme mixture for 7 h, cooled and washed with dilute HCl and water. Evaporation at 2 torr gave a dark red oil, which was purified by column chromatography on silica to give 23 g 4-(4-trifluoromethyl-phenyl)-3-ethoxycarbonyl-1-pentylpiperidine-2,6-dione as a reddish oil. 57 mmol 4-(4-trifluoromethylphenyl)-3-ethoxycarbonyl-1-pentylpiperidine-2,6-dione in 100 m... Starting materials: [Br-], [Br-], CCOC(=O)OC(C)Cl, CCCCCCCCCCCCCCCC[N+](C)(C)C, ClCCl, [Li+], O. Product: CCOC(=O)OC(C)Br. RXN SMILES: [Br-:13].[Br-:2].[C:3]([O:4][CH2:5][CH3:6])([O:7][CH:8]([CH3:9])[Cl:10])=[O:11].[CH2:14]([N+:15]([CH3:16])([CH3:17])[CH3:18])[CH2:19][CH2:20][CH2:21][CH2:22][CH2:23][CH2:24][CH2:25][CH2:26][CH2:27][CH2:28][CH2:29][CH2:30][CH2:31][CH2:32][CH3:33].[Cl:34][CH2:35][Cl:36].[Li+:1].[OH2:12]>>[Br:2][CH:8]([O:7][C:3]([O:4][CH2:5][CH3:6])=[O:11])[CH3:9]. Starting materials: O (water), 3-nitro-phthalanhydride, O.NN (hydrazine hydrate), [Na].NC1=C2C(NNC(C2=CC=C1)=O)=O (5-amino-2,3-dihydrophthalazine-1,4-dione sodium salt), O.NN (hydrazine hydrate), [N+](=O)([O-])C1=C2C(NNC(C2=CC=C1)=O)=O (5-nitro-2,3-dihydrophthalazine-1,4-dione). Reagents/catalysts: [Ni] (nickel), [Ni] (nickel). Run in C(C)(=O)O (acetic acid). Yields the product O.NN (hydrazine hydrate), NC1=C2C(NNC(C2=CC=C1)=O)=O (5-amino-2,3-dihydrophthalazine-1,4-dione). RXN SMILES: [Na].NC1C=CC=C2C=1C(=O)[NH:6][NH:7]C2=[O:13].O.NN.[N+:18]([C:21]1[CH:30]=[CH:29][CH:28]=[C:27]2[C:22]=1[C:23](=[O:32])[NH:24][NH:25][C:26]2=[O:31])([O-])=O.O>[Ni].C(O)(=O)C>[OH2:13].[NH2:6][NH2:7].[NH2:18][C:21]1[CH:30]=[CH:29][CH:28]=[C:27]2[C:22]=1[C:23](=[O:32])[NH:24][NH:25][C:26]2=[O:31] |f:0.1,2.3,8.9,^1:0|. Reported procedure: This problem was solved by a method for manufacturing 5-amino-2,3-dihydrophthalazine-1,4-dione sodium salt, comprising reduction of the product by hydrazine hydrate in presence of a skeletal nickel catalyst, first by interacting 3-nitro-phthalanhydride with hydrazine hydrate in acetic acid at 90-120° C. with formation of 5-nitro-2,3-dihydrophthalazine-1,4-dione, after reduction thereof by hydrazine hydrate in a water-alkaline medium in presence of a skeletal nickel catalyst, isolating 5-amino-2,... The reactants are BrB(Br)Br, O=C([O-])O, COc1cc(C#N)ccc1C=O, ClCCl, [Na+]. Reaction SMILES: [B:1]([Br:2])([Br:3])[Br:4].[C:17](=[O:18])([OH:19])[O-:20].[CH:5](=[O:6])[c:7]1[c:8]([O:15][CH3:16])[cH:9][c:10]([C:11]#[N:12])[cH:13][cH:14]1.[Cl:22][CH2:23][Cl:24].[Na+:21]>>[CH:5](=[O:6])[c:7]1[c:8]([OH:15])[cH:9][c:10]([C:11]#[N:12])[cH:13][cH:14]1. Product: N#Cc1ccc(C=O)c(O)c1.